This data is from the Open Reaction Database (ORD), a public repository of structured organic reaction records. The task is: describe an organic reaction: reactants, conditions, products, and yield The reactants are C(C)NC=1OCC(C1C(=O)OCC)=O (ethyl 2-(ethylamino)-4-oxo-4,5-dihydrofuran-3-carboxylate), N1C=C(C2=CC=CN=C12)C=O (7-azaindole-3-carboxaldehyde), Cl (hydrochloric acid). Solvent: C(C)O (ethanol), C(C)O (ethanol). Product: Cl.N1C=C(C=2C1=NC=CC2)C=C2C(C(=C(O2)NCC)C(=O)OCC)=O (Ethyl 5-[(1H-pyrrolo[2,3-b]pyridin-3-yl)methylene]-2-(ethylamino)-4-oxo-4,5-dihydrofuran-3-carboxylate hydrochloride). The yield is 42.0%. As a reaction SMILES: [CH2:1]([NH:3][C:4]1[O:5][CH2:6][C:7](=[O:14])[C:8]=1[C:9]([O:11][CH2:12][CH3:13])=[O:10])[CH3:2].[NH:15]1[C:23]2[C:18](=[CH:19][CH:20]=[CH:21][N:22]=2)[C:17]([CH:24]=O)=[CH:16]1.[ClH:26]>C(O)C>[ClH:26].[NH:15]1[C:23]2=[N:22][CH:21]=[CH:20][CH:19]=[C:18]2[C:17]([CH:24]=[C:6]2[O:5][C:4]([NH:3][CH2:1][CH3:2])=[C:8]([C:9]([O:11][CH2:12][CH3:13])=[O:10])[C:7]2=[O:14])=[CH:16]1 |f:4.5|. Reported procedure: To a solution of ethyl 2-(ethylamino)-4-oxo-4,5-dihydrofuran-3-carboxylate (0.033 g, 0.17 mmol) which similarly prepared according to the procedure described in the Example 2, First step and 7-azaindole-3-carboxaldehyde (0.024 g, 0.17 mmol) in ethanol (1.5 mL), 2M hydrochloric acid in ethanol (0.17 mL, 0.34 mmol) was added at ambient temperature. The mixture was refluxed for 4 h. Cooled to ambient temperature, the precipitate was collected by filtration, washed with ethanol and diisopropyl ether... The reactants are ClC=1OC(=CN1)C1=CC(=NC=C1)Cl (2-chloro-5-(2-chloropyridin-4-yl)oxazole), C(C)OCC=1C=CC(=C(C1)NC(C)=O)C (N-(5-(ethoxymethyl)-2-methylphenyl)ethanamide), [H-].[Na+] (NaH), ice water. The solvent is CN(C)C=O (DMF), CN(C)C=O (DMF), CN(C)C=O (DMF). Conditions: time 1 hour. The product is ClC1=NC=CC(=C1)C1=CN=C(O1)NC1=C(C=CC(=C1)COCC)C (5-(2-chloropyridin-4-yl)-N-(5-(ethoxymethyl)-2-methylphenyl) oxazol-2-amine). Isolated yield 83.1%. As a reaction SMILES: [CH2:1]([O:3][CH2:4][C:5]1[CH:6]=[CH:7][C:8]([CH3:15])=[C:9]([NH:11][C:12](=[O:14])C)[CH:10]=1)[CH3:2].[H-].[Na+].ClC1O[C:21]([C:24]2[CH:29]=[CH:28][N:27]=[C:26]([Cl:30])[CH:25]=2)=[CH:22][N:23]=1>CN(C=O)C>[Cl:30][C:26]1[CH:25]=[C:24]([C:21]2[O:14][C:12]([NH:11][C:9]3[CH:10]=[C:5]([CH2:4][O:3][CH2:1][CH3:2])[CH:6]=[CH:7][C:8]=3[CH3:15])=[N:23][CH:22]=2)[CH:29]=[CH:28][N:27]=1 |f:1.2|. Procedure: A solution of N-(5-(ethoxymethyl)-2-methylphenyl)ethanamide (344 mg, 1.66 mmol) in DMF (5 mL) was added to a suspension of NaH (133 mg, 3.32 mmol, 60% dispersion in mineral oil) in DMF (5 mL) at 0° C. under an atmosphere of argon. The mixture was stirred for 1 h at room temperature and cooled to 0° C. A solution of 2-chloro-5-(2-chloropyridin-4-yl)oxazole (357 mg, 1.66 mmol) in DMF (5 mL) was added dropwise to the mixture. After 1 h at 0° C., the reaction was poured into ice water (20 mL) and ex... Run in O (H2O), CCOCC (Ether), O (H2O), O1CCOCC1 (dioxane). Procedure: tert-Butyl 4-(5-bromo-1-(4-methoxybenzyl)-1H-pyrazolo[3,4-b]pyridin-4-yl)piperazine-1-carboxylate (0.50 g, 0.995 mmol), phenylboronic acid (0.182 g, 1.49 mmol), Pd(PPh3)4 (0.115 g, 0.0995 mmol) and Cs2CO3 (1.30 g, 3.98 mmol) were placed in dioxane:H2O (8 mL, 3:1). The solution was heated to 80° C. for 6 hours. Ether (50 mL) and H2O (20 mL) were then added. The organic layer was separated, washed with brine, dried over sodium sulfate, filtered and concentrated. The resulting residue was purified ... Reaction SMILES: Br[C:2]1[C:3]([N:20]2[CH2:25][CH2:24][N:23]([C:26]([O:28][C:29]([CH3:32])([CH3:31])[CH3:30])=[O:27])[CH2:22][CH2:21]2)=[C:4]2[CH:10]=[N:9][N:8]([CH2:11][C:12]3[CH:17]=[CH:16][C:15]([O:18][CH3:19])=[CH:14][CH:13]=3)[C:5]2=[N:6][CH:7]=1.[C:33]1(B(O)O)[CH:38]=[CH:37][CH:36]=[CH:35][CH:34]=1.C([O-])([O-])=O.[Cs+].[Cs+]>O1CCOCC1.C1C=CC([P]([Pd]([P](C2C=CC=CC=2)(C2C=CC=CC=2)C2C=CC=CC=2)([P](C2C=CC=CC=2)(C2C=CC=CC=2)C2C=CC=CC=2)[P](C2C=CC=CC=2)(C2C=CC=CC=2)C2C=CC=CC=2)(C2C=CC=CC=2)C2C=CC=CC=2)=CC=1.O.CCOCC>[CH3:19][O:18][C:15]1[CH:14]=[CH:13][C:12]([CH2:11][N:8]2[C:5]3=[N:6][CH:7]=[C:2]([C:33]4[CH:38]=[CH:37][CH:36]=[CH:35][CH:34]=4)[C:3]([N:20]4[CH2:21][CH2:22][N:23]([C:26]([O:28][C:29]([CH3:31])([CH3:30])[CH3:32])=[O:27])[CH2:24][CH2:25]4)=[C:4]3[CH:10]=[N:9]2)=[CH:17][CH:16]=1 |f:2.3.4,^1:57,59,78,97|. Yield: 88.9%. Reaction conditions: temperature 80 celsius. The reagents and catalysts are C=1C=CC(=CC1)[P](C=2C=CC=CC2)(C=3C=CC=CC3)[Pd]([P](C=4C=CC=CC4)(C=5C=CC=CC5)C=6C=CC=CC6)([P](C=7C=CC=CC7)(C=8C=CC=CC8)C=9C=CC=CC9)[P](C=1C=CC=CC1)(C=1C=CC=CC1)C=1C=CC=CC1 (Pd(PPh3)4). Product: COC1=CC=C(CN2N=CC=3C2=NC=C(C3N3CCN(CC3)C(=O)OC(C)(C)C)C3=CC=CC=C3)C=C1 (tert-butyl 4-(1-(4-methoxybenzyl)-5-phenyl-1H-pyrazolo[3,4-b]pyridin-4-yl)piperazine-1-carboxylate). Starting materials: BrC=1C(=C2C(=NC1)N(N=C2)CC2=CC=C(C=C2)OC)N2CCN(CC2)C(=O)OC(C)(C)C (tert-Butyl 4-(5-bromo-1-(4-methoxybenzyl)-1H-pyrazolo[3,4-b]pyridin-4-yl)piperazine-1-carboxylate), C1(=CC=CC=C1)B(O)O (phenylboronic acid), C(=O)([O-])[O-].[Cs+].[Cs+] (Cs2CO3). Starting materials: COc1cc(C(=O)O)cc(OC)c1OC(C)=O, COCCOC, O=S(Cl)Cl. Yields the product COc1cc(C(=O)Cl)cc(OC)c1OC(C)=O. As a reaction SMILES: [C:1]([CH3:2])(=[O:3])[O:4][c:5]1[c:6]([O:16][CH3:17])[cH:7][c:8]([C:9](=[O:10])[OH:11])[cH:12][c:13]1[O:14][CH3:15].[CH2:22]([CH2:23][O:24][CH3:25])[O:26][CH3:27].[S:18]([Cl:19])([Cl:20])=[O:21]>>[C:1]([CH3:2])(=[O:3])[O:4][c:5]1[c:6]([O:16][CH3:17])[cH:7][c:8]([C:9](=[O:10])[Cl:20])[cH:12][c:13]1[O:14][CH3:15]. The reactants are [Al+3], COC(=O)C1CCCc2c(cccc2O[Si](c2ccccc2)(c2ccccc2)C(C)(C)C)C1, C1CCOC1, [H-], [H-], [H-], [H-], [Li+]. Product: CC(C)(C)[Si](Oc1cccc2c1CCCC(CO)C2)(c1ccccc1)c1ccccc1. Reaction SMILES: [Al+3:2].[C:7]([CH3:8])([CH3:9])([CH3:10])[Si:11]([O:12][c:13]1[cH:14][cH:15][cH:16][c:17]2[c:18]1[CH2:19][CH2:20][CH2:21][CH:22]([C:24](=[O:25])[O:26][CH3:27])[CH2:23]2)([c:28]1[cH:29][cH:30][cH:31][cH:32][cH:33]1)[c:34]1[cH:35][cH:36][cH:37][cH:38][cH:39]1.[CH2:40]1[O:41][CH2:42][CH2:43][CH2:44]1.[H-:1].[H-:4].[H-:5].[H-:6].[Li+:3]>>[C:7]([CH3:8])([CH3:9])([CH3:10])[Si:11]([O:12][c:13]1[cH:14][cH:15][cH:16][c:17]2[c:18]1[CH2:19][CH2:20][CH2:21][CH:22]([CH2:24][OH:25])[CH2:23]2)([c:28]1[cH:29][cH:30][cH:31][cH:32][cH:33]1)[c:34]1[cH:35][cH:36][cH:37][cH:38][cH:39]1.